This data is from the Open Reaction Database (ORD), a public repository of structured organic reaction records. The task is: describe an organic reaction: reactants, conditions, products, and yield Starting materials: resultant solution, Cl (hydrogen chloride), Cl.C(C)(=O)OC1=C2CC(CC(C2=CC=C1OC(C)=O)(C=O)CNC([C@@H](NC([C@@H](NC(=O)OC(C)(C)C)C)=O)C)=O)C1=CC=CC=C1 (5,6-Bis(acetoxy)-1-(N-t-butoxycarbonyl-alanyl-alanyl)aminomethyl-3-phenyl-3,4-dihydronaphthal hydrochloride). Run in C(C)OCC (diethyl ether). Conditions: time 3 hour. Product: Cl.C(C)(=O)OC1=C2CC(C=C(C2=CC=C1OC(C)=O)CNC([C@@H](NC([C@@H](N)C)=O)C)=O)C1=CC=CC=C1 (5,6-Bis(acetoxy)-1-(alanyl-alanyl)aminomethyl-3-phenyl-3,4-dihydronaphthalene hydrochloride). Isolated yield 94.9%. Reaction SMILES: [ClH:1].[C:2]([O:5][C:6]1[C:15]([O:16][C:17](=[O:19])[CH3:18])=[CH:14][CH:13]=[C:12]2[C:7]=1[CH2:8][CH:9]([C:41]1[CH:46]=[CH:45][CH:44]=[CH:43][CH:42]=1)[CH2:10][C:11]2([CH2:22][NH:23][C:24](=[O:40])[C@H:25]([CH3:39])[NH:26][C:27](=[O:38])[C@H:28]([CH3:37])[NH:29]C(OC(C)(C)C)=O)C=O)(=[O:4])[CH3:3].Cl>C(OCC)C>[ClH:1].[C:2]([O:5][C:6]1[C:15]([O:16][C:17](=[O:19])[CH3:18])=[CH:14][CH:13]=[C:12]2[C:7]=1[CH2:8][CH:9]([C:41]1[CH:42]=[CH:43][CH:44]=[CH:45][CH:46]=1)[CH:10]=[C:11]2[CH2:22][NH:23][C:24](=[O:40])[C@H:25]([CH3:39])[NH:26][C:27](=[O:38])[C@H:28]([CH3:37])[NH2:29])(=[O:4])[CH3:3] |f:0.1,4.5|. Procedure: 5,6-Bis(acetoxy)-1-(N-t-butoxycarbonyl-alanyl-alanyl)aminomethyl-3-phenyl-3,4-dihydronaphthal hydrochloride (2.00 g, 3.36 mmol) from Step 1 was dissolved in 25 mL of diethyl ether. The resultant solution was cooled and saturated with hydrogen chloride. The solution was stirred at ambient temperature for 3 h. The precipitate was filtered and washed thoroughly with dry diethyl ether. The solid was dried overnight at 60° C. in vacuo to give 1.69 g (95% yield) of the title compound as an off-white s... The reactants are OC1=CC=C(C(=O)OC)C=C1 (methyl 4-hydroxybenzoate), C(=O)([O-])[O-].[K+].[K+] (K2CO3), C(C1=CC=CC=C1)OC1=C(CBr)C=CC=C1 (2-benzyloxy benzyl bromide). The solvent is CN(C)C=O (DMF). The product is C(C1=CC=CC=C1)OC1=C(COC2=CC=C(C(=O)OC)C=C2)C=CC=C1 (methyl 4-(2-(benzyloxy)benzyloxy)benzoate). Isolated yield 88.0%. As a reaction SMILES: [OH:1][C:2]1[CH:11]=[CH:10][C:5]([C:6]([O:8][CH3:9])=[O:7])=[CH:4][CH:3]=1.C([O-])([O-])=O.[K+].[K+].[CH2:18]([O:25][C:26]1[CH:33]=[CH:32][CH:31]=[CH:30][C:27]=1[CH2:28]Br)[C:19]1[CH:24]=[CH:23][CH:22]=[CH:21][CH:20]=1>CN(C=O)C>[CH2:18]([O:25][C:26]1[CH:33]=[CH:32][CH:31]=[CH:30][C:27]=1[CH2:28][O:1][C:2]1[CH:3]=[CH:4][C:5]([C:6]([O:8][CH3:9])=[O:7])=[CH:10][CH:11]=1)[C:19]1[CH:20]=[CH:21][CH:22]=[CH:23][CH:24]=1 |f:1.2.3|. Procedure: A solution of methyl 4-hydroxybenzoate in DMF (5 ml) was treated with K2CO3 (2.76, 20 mmol) and 2-benzyloxy benzyl bromide (1.52 g, 10 mmol). The reaction was stirred at ambient temperature over night. The reaction mixture was partitioned between ethyl acetate and water and the organic phase was washed well with water dried (MgSO4) and evaporated. The crude material was purified by chromatography [EtOAc:hexane] to give methyl 4-(2-(benzyloxy)benzyloxy)benzoate as a white solid (3.06 g, 88%). Reagents/catalysts: C=1C=CC(=CC1)/C=C/C(=O)/C=C/C2=CC=CC=C2.C=1C=CC(=CC1)/C=C/C(=O)/C=C/C2=CC=CC=C2.C=1C=CC(=CC1)/C=C/C(=O)/C=C/C2=CC=CC=C2.[Pd].[Pd] (Pd2(dba)3). Reaction SMILES: C(OC([N:8]1[C:16]2[C:11](=[CH:12][CH:13]=[C:14]([Cl:17])[CH:15]=2)[CH:10]=[C:9]1B(O)O)=O)(C)(C)C.Br[C:22]1[CH:23]=[N:24][CH:25]=[C:26]([CH:29]=1)[CH:27]=[O:28].[O-]P([O-])([O-])=O.[K+].[K+].[K+].COC1C=CC=C(OC)C=1C1C=CC=CC=1P(C1CCCCC1)C1CCCCC1>C1C=CC(/C=C/C(/C=C/C2C=CC=CC=2)=O)=CC=1.C1C=CC(/C=C/C(/C=C/C2C=CC=CC=2)=O)=CC=1.C1C=CC(/C=C/C(/C=C/C2C=CC=CC=2)=O)=CC=1.[Pd].[Pd]>[Cl:17][C:14]1[CH:15]=[C:16]2[C:11]([CH:10]=[C:9]([C:22]3[CH:29]=[C:26]([CH:27]=[O:28])[CH:25]=[N:24][CH:23]=3)[NH:8]2)=[CH:12][CH:13]=1 |f:2.3.4.5,7.8.9.10.11|. Reaction conditions: temperature 85 celsius, time 8 hour. Starting materials: C(C)(C)(C)OC(=O)N1C(=CC2=CC=C(C=C12)Cl)B(O)O (N-(tert-butoxycarbonyl)-6-chloro-1H-indol-2-ylboronic acid), BrC=1C=NC=C(C=O)C1 (5-bromonicotinaldehyde), [O-]P(=O)([O-])[O-].[K+].[K+].[K+] (K3PO4), COC=1C=CC=C(C1C=2C=CC=CC2P(C3CCCCC3)C4CCCCC4)OC (s-Phos). Product: ClC1=CC=C2C=C(NC2=C1)C=1C=C(C=NC1)C=O (5-(6-chloro-1H-indol-2-yl)-pyridine-3-carbaldehyde). Procedure details: A flask is charged with N-(tert-butoxycarbonyl)-6-chloro-1H-indol-2-ylboronic acid (8.3 g, 28.1 mmol), 5-bromonicotinaldehyde (4.35 g, 23.4 mmol), K3PO4 (9.94 g, 46.8 mmol), s-Phos (0.480 g, 1.170 mmol) and Pd2(dba)3 (0.429 g, 0.468 mmol), and the flask is flushed with N2. Toluene (250 mL) is added, and the mixture is heated to 85° C. for 1.5 h. The mixture is cooled to room temperature. Ethyl acetate (250 mL) is added and the mixture is filtered through a pad of silica gel, which is washed with... The reactants are OC=1C=CC2=C(C(C=3NC4=CC(=CC=C4C3C2=O)C#N)(C)C)C1 (8-Hydroxy-6,6-dimethyl-11-oxo-6,11-dihydro-5H-benzo[b]carbazole-3-carbonitrile), CSCCO (2-methylthioethanol). Yields the product CC1(C2=C(C(C=3C4=CC=C(C=C4NC13)C#N)=O)C=CC(=C2)OCCSC)C (6,6-Dimethyl-8-(2-methylsulfanyl-ethoxy)-11-oxo-6,11-dihydro-5H-benzo[b]carbazole-3-carbonitrile). RXN SMILES: [OH:1][C:2]1[CH:3]=[CH:4][C:5]2[C:17](=[O:18])[C:16]3[C:15]4[C:10](=[CH:11][C:12]([C:19]#[N:20])=[CH:13][CH:14]=4)[NH:9][C:8]=3[C:7]([CH3:22])([CH3:21])[C:6]=2[CH:23]=1.[CH3:24][S:25][CH2:26][CH2:27]O>>[CH3:22][C:7]1([CH3:21])[C:8]2[NH:9][C:10]3[C:15](=[CH:14][CH:13]=[C:12]([C:19]#[N:20])[CH:11]=3)[C:16]=2[C:17](=[O:18])[C:5]2[CH:4]=[CH:3][C:2]([O:1][CH2:27][CH2:26][S:25][CH3:24])=[CH:23][C:6]1=2. Procedure details: Under the same conditions as the method for synthesizing Compound A7-1, the title compound was prepared from Compound A6 and 2-methylthioethanol.